This data is from the Open Reaction Database (ORD), a public repository of structured organic reaction records. The task is: describe an organic reaction: reactants, conditions, products, and yield Reactants: CCO, O=C1OC(=O)C2CCCCC12, Cl, NCCCN1CCC(c2noc3cc(F)ccc23)CC1, c1ccncc1. The product is Cl, O=C1C2CCCCC2C(=O)N1CCCN1CCC(c2noc3cc(F)ccc23)CC1. Reaction SMILES: [CH3:39][CH2:40][OH:41].[CH:21]12[CH:22]([CH2:23][CH2:24][CH2:25][CH2:26]1)[C:27](=[O:28])[O:29][C:30]2=[O:31].[ClH:32].[NH2:1][CH2:2][CH2:3][CH2:4][N:5]1[CH2:6][CH2:7][CH:8]([c:11]2[n:12][o:13][c:14]3[c:15]2[cH:16][cH:17][c:18]([F:20])[cH:19]3)[CH2:9][CH2:10]1.[cH:33]1[cH:34][cH:35][n:36][cH:37][cH:38]1>>[ClH:32].[N:1]1([CH2:2][CH2:3][CH2:4][N:5]2[CH2:6][CH2:7][CH:8]([c:11]3[n:12][o:13][c:14]4[c:15]3[cH:16][cH:17][c:18]([F:20])[cH:19]4)[CH2:9][CH2:10]2)[C:27](=[O:28])[CH:22]2[CH:21]([CH2:26][CH2:25][CH2:24][CH2:23]2)[C:30]1=[O:29]. Starting materials: CCOP(OCC)C(F)c1cccc(Br)c1, CC1CCCC(C)N1, C#Cc1ccc(OC(F)F)cc1, O, [Pd], c1ccc(P(c2ccccc2)c2ccccc2)cc1, c1ccc(P(c2ccccc2)c2ccccc2)cc1, c1ccc(P(c2ccccc2)c2ccccc2)cc1, c1ccc(P(c2ccccc2)c2ccccc2)cc1. Product: CCOP(OCC)C(F)c1cccc(C#Cc2ccc(OC(F)F)cc2)c1. Reaction SMILES: [CH2:1]([CH3:2])[O:3][P:4]([O:5][CH2:6][CH3:7])[CH:8]([F:9])[c:10]1[cH:11][c:12]([Br:16])[cH:13][cH:14][cH:15]1.[CH3:17][CH:18]1[CH2:19][CH2:20][CH2:21][CH:22]([CH3:23])[NH:24]1.[F:25][CH:26]([O:27][c:28]1[cH:29][cH:30][c:31]([C:34]#[CH:35])[cH:32][cH:33]1)[F:36].[OH2:114].[Pd:37].[c:38]1([P:39]([c:40]2[cH:41][cH:42][cH:43][cH:44][cH:45]2)[c:46]2[cH:47][cH:48][cH:49][cH:50][cH:51]2)[cH:52][cH:53][cH:54][cH:55][cH:56]1.[c:57]1([P:58]([c:59]2[cH:60][cH:61][cH:62][cH:63][cH:64]2)[c:65]2[cH:66][cH:67][cH:68][cH:69][cH:70]2)[cH:71][cH:72][cH:73][cH:74][cH:75]1.[c:76]1([P:77]([c:78]2[cH:79][cH:80][cH:81][cH:82][cH:83]2)[c:84]2[cH:85][cH:86][cH:87][cH:88][cH:89]2)[cH:90][cH:91][cH:92][cH:93][cH:94]1.[c:95]1([P:96]([c:97]2[cH:98][cH:99][cH:100][cH:101][cH:102]2)[c:103]2[cH:104][cH:105][cH:106][cH:107][cH:108]2)[cH:109][cH:110][cH:111][cH:112][cH:113]1>>[CH2:1]([CH3:2])[O:3][P:4]([O:5][CH2:6][CH3:7])[CH:8]([F:9])[c:10]1[cH:11][c:12]([C:35]#[C:34][c:31]2[cH:30][cH:29][c:28]([O:27][CH:26]([F:25])[F:36])[cH:33][cH:32]2)[cH:13][cH:14][cH:15]1. Reactants: [Al+3], NC(=O)C1c2ccccc2CCN1Cc1ccccc1, [H-], [H-], [H-], [H-], [Li+]. The product is NCC1c2ccccc2CCN1Cc1ccccc1. As a reaction SMILES: [Al+3:22].[CH2:1]([c:2]1[cH:3][cH:4][cH:5][cH:6][cH:7]1)[N:8]1[CH:9]([C:18](=[O:19])[NH2:20])[c:10]2[cH:11][cH:12][cH:13][cH:14][c:15]2[CH2:16][CH2:17]1.[H-:21].[H-:24].[H-:25].[H-:26].[Li+:23]>>[CH2:1]([c:2]1[cH:3][cH:4][cH:5][cH:6][cH:7]1)[N:8]1[CH:9]([CH2:18][NH2:20])[c:10]2[cH:11][cH:12][cH:13][cH:14][c:15]2[CH2:16][CH2:17]1. The reactants are Cl (hydrochloric acid), C1(=CC=CC2=CC=CC=C12)[O-].[K+] (potassium α-naphtholate). Product: C1(=CC=CC2=CC=CC=C12)O (α-naphthol). Reaction SMILES: Cl.[C:2]1([O-:12])[C:11]2[C:6](=[CH:7][CH:8]=[CH:9][CH:10]=2)[CH:5]=[CH:4][CH:3]=1.[K+]>>[C:2]1([OH:12])[C:11]2[C:6](=[CH:7][CH:8]=[CH:9][CH:10]=2)[CH:5]=[CH:4][CH:3]=1 |f:1.2|. Procedure details: An alcoholic solution of potassium α-naphtholate produced as in Example 4 hereinabove is acidified with gaseous hydrochloric acid taken in the equimolar amount relative to potassium α-naphtholate at a temperature ranging from 20° to 30° C. After separation of precipitated pure potassium chloride, the solution of α-naphthol in ethanol is separated following the procedure described in the foregoing Example 4 to give 116 g of α-naphthol with a purity of 97.5%. The total yield of α-naphthol is 140 g... Reactants: C(C)OC(\C=C\C1=C(C=CC=C1)\C=C/CCC)=O ((E)-3-[2-((Z)-1-pentenyl)phenyl]propenoic acid ethyl ester), [OH-].[K+] (potassium hydroxide), Cl (hydrochloric acid). The solvent is C(C)(=O)OCC (ethyl acetate), CO (methanol). Reaction conditions: temperature 60 celsius, time 2 hour. Yields the product C(=C/CCC)/C1=C(C=CC=C1)/C=C/C(=O)O ((E)-3-[2-((Z)-1-pentenyl)phenyl]propenoic acid). The yield is 52.0%. Reaction SMILES: C([O:3][C:4](=[O:18])[CH:5]=[CH:6][C:7]1[CH:12]=[CH:11][CH:10]=[CH:9][C:8]=1[CH:13]=[CH:14][CH2:15][CH2:16][CH3:17])C.[OH-].[K+].Cl>CO.C(OCC)(=O)C>[CH:13]([C:8]1[CH:9]=[CH:10][CH:11]=[CH:12][C:7]=1[CH:6]=[CH:5][C:4]([OH:18])=[O:3])=[CH:14][CH2:15][CH2:16][CH3:17] |f:1.2|. Reported procedure: To a solution of (E)-3-[2-((Z)-1-pentenyl)phenyl]propenoic acid ethyl ester (2 g) in 20% aqueous methanol was added potassium hydroxide (2.3 g). The mixture was stirred for 2 hours at 60° C., adjusted to pH 1 with hydrochloric acid and extracted with ethyl acetate. After the extract was dried over magnesium sulfate and filtered, the solvent was evaporated. The residue was dissolved in a mixture of n-hexane and ethyl acetate (4:1). The solution was added to dicyclohexylamine (1.63 ml) to give cry... Starting materials: CO, Nc1c(C(=O)O)cccc1[N+](=O)[O-]. The product is Nc1cccc(C(=O)O)c1N. Reaction SMILES: [CH3:14][OH:15].[N+:1]([O-:2])(=[O:3])[c:4]1[c:5]([NH2:13])[c:6]([C:7](=[O:8])[OH:9])[cH:10][cH:11][cH:12]1>>[NH2:1][c:4]1[c:5]([NH2:13])[c:6]([C:7](=[O:8])[OH:9])[cH:10][cH:11][cH:12]1. Reactants: N[C@]12[C@@H]([C@H]3CC[C@@H]4[C@]5(CC[C@@H](C([C@@H]5CC[C@]4([C@@]3(CC1)C)C)(C)C)C1=CC=C(C(=O)OC)C=C1)C)[C@@H](CC2)C(C)C (methyl 4-((1S,3aS,5aR,5bR,7aS,9S,11aS,11bR,13aR,13bR)-3a-amino-1-isopropyl-5a,5b,8,8,11a-pentamethylicosahydro-1H-cyclopenta[a]chrysen-9-yl)benzoate), ClCCN1CCS(CC1)(=O)=O (4-(2-chloroethyl)thiomorpholine 1,1-dioxide), P(=O)([O-])([O-])[O-].[K+].[K+].[K+] (potassium phosphate), [I-].[K+] (potassium iodide). The solvent is C(C)#N (acetonitrile). Conditions: temperature 120 celsius. Product: O=S1(CCN(CC1)CCN[C@]12[C@@H]([C@H]3CC[C@@H]4[C@]5(CC[C@@H](C([C@@H]5CC[C@]4([C@@]3(CC1)C)C)(C)C)C1=CC=C(C(=O)OC)C=C1)C)[C@@H](CC2)C(C)C)=O (methyl 4-((1S,3aS,5aR,5bR,7aS,9S,11aS,11bR,13aR,13bR)-3a-((2-(1,1-dioxidothiomorpholino)ethyl)amino)-1-isopropyl-5a,5b,8,8,11a-pentamethylicosahydro-1H-cyclopenta[a]chrysen-9-yl)benzoate). Yield: 62.0%. As a reaction SMILES: [NH2:1][C@:2]12[CH2:37][CH2:36][C@@H:35]([CH:38]([CH3:40])[CH3:39])[C@@H:3]1[C@@H:4]1[C@@:17]([CH3:20])([CH2:18][CH2:19]2)[C@@:16]2([CH3:21])[C@@H:7]([C@:8]3([CH3:34])[C@@H:13]([CH2:14][CH2:15]2)[C:12]([CH3:23])([CH3:22])[C@@H:11]([C:24]2[CH:33]=[CH:32][C:27]([C:28]([O:30][CH3:31])=[O:29])=[CH:26][CH:25]=2)[CH2:10][CH2:9]3)[CH2:6][CH2:5]1.Cl[CH2:42][CH2:43][N:44]1[CH2:49][CH2:48][S:47](=[O:51])(=[O:50])[CH2:46][CH2:45]1.P([O-])([O-])([O-])=O.[K+].[K+].[K+].[I-].[K+]>C(#N)C>[O:50]=[S:47]1(=[O:51])[CH2:48][CH2:49][N:44]([CH2:43][CH2:42][NH:1][C@:2]23[CH2:37][CH2:36][C@@H:35]([CH:38]([CH3:40])[CH3:39])[C@@H:3]2[C@@H:4]2[C@@:17]([CH3:20])([CH2:18][CH2:19]3)[C@@:16]3([CH3:21])[C@@H:7]([C@:8]4([CH3:34])[C@@H:13]([CH2:14][CH2:15]3)[C:12]([CH3:22])([CH3:23])[C@@H:11]([C:24]3[CH:25]=[CH:26][C:27]([C:28]([O:30][CH3:31])=[O:29])=[CH:32][CH:33]=3)[CH2:10][CH2:9]4)[CH2:6][CH2:5]2)[CH2:45][CH2:46]1 |f:2.3.4.5,6.7|. Procedure: A mixture of methyl 4-((1S,3aS,5aR,5bR,7aS,9S,11aS,11bR,13aR,13bR)-3a-amino-1-isopropyl-5a,5b,8,8,11a-pentamethylicosahydro-1H-cyclopenta[a]chrysen-9-yl)benzoate (50 mg, 0.091 mmol), 4-(2-chloroethyl)thiomorpholine 1,1-dioxide (54.1 mg, 0.274 mmol), potassium phosphate (77 mg, 0.365 mmol) and potassium iodide (36.4 mg, 0.219 mmol) in acetonitrile (2 mL) was heated up at 120° C. for 20 hours. The reaction mixture was quenched with distilled water (5 mL), extracted with dichloromethane (3×5 mL), t... Reactants: ClC=1C=CC(=C(C1)C1=CC(N(C=C1OC)C(C(=O)NC1=CC=C(C(=O)OC(C)(C)C)C=C1)C)=O)C (tert-butyl 4-({2-[4-(5-chloro-2-methylphenyl)-5-methoxy-2-oxopyridin-1(2H)-yl]propanoyl}amino)benzoate), C(=O)(C(F)(F)F)O (TFA). The product is ClC=1C=CC(=C(C1)C1=CC(N(C=C1OC)C(C(=O)NC1=CC=C(C(=O)O)C=C1)C)=O)C (4-({2-[4-(5-Chloro-2-methylphenyl)-5-methoxy-2-oxopyridin-1(2H)-yl]propanoyl}amino)benzoic acid). As a reaction SMILES: [Cl:1][C:2]1[CH:3]=[CH:4][C:5]([CH3:35])=[C:6]([C:8]2[C:13]([O:14][CH3:15])=[CH:12][N:11]([CH:16]([CH3:33])[C:17]([NH:19][C:20]3[CH:32]=[CH:31][C:23]([C:24]([O:26]C(C)(C)C)=[O:25])=[CH:22][CH:21]=3)=[O:18])[C:10](=[O:34])[CH:9]=2)[CH:7]=1.C(O)(C(F)(F)F)=O>>[Cl:1][C:2]1[CH:3]=[CH:4][C:5]([CH3:35])=[C:6]([C:8]2[C:13]([O:14][CH3:15])=[CH:12][N:11]([CH:16]([CH3:33])[C:17]([NH:19][C:20]3[CH:21]=[CH:22][C:23]([C:24]([OH:26])=[O:25])=[CH:31][CH:32]=3)=[O:18])[C:10](=[O:34])[CH:9]=2)[CH:7]=1. Procedure details: 105 mg (purity 91%, 0.19 mmol) of tert-butyl 4-({2-[4-(5-chloro-2-methylphenyl)-5-methoxy-2-oxopyridin-1(2H)-yl]propanoyl}amino)benzoate (racemate) were hydrolysed with TFA according to General Method 2. Yield: 47 mg (60% of theory)